Dataset: the Open Reaction Database (ORD), a public repository of structured organic reaction records. Task: describe an organic reaction: reactants, conditions, products, and yield Reactants: C1=CC=CC=C1 (benzene), ClC(C(=O)O)(Cl)Cl (trichloroacetic acid), FC1=C(N)C=CC(=C1)F (2,4-difluoroaniline), S(=O)(=O)([O-])[O-].[Mg+2] (magnesiumsulfate), N(=O)OC(C)C (isopropyl nitrite), C1=CC=CC=C1 (benzene). Reagents/catalysts: [Cu] (copper). Run at temperature 25 celsius. Product: FC1=C(C=CC(=C1)F)C1=CC=CC=C1 (2,4-difluorobiphenyl). Yield: 91.0%. RXN SMILES: ClC(Cl)(Cl)C(O)=O.S([O-])([O-])(=O)=O.[Mg+2].N(OC(C)C)=O.[F:20][C:21]1[CH:27]=[C:26]([F:28])[CH:25]=[CH:24][C:22]=1N.[CH:29]1[CH:34]=[CH:33][CH:32]=[CH:31][CH:30]=1>[Cu]>[F:20][C:21]1[CH:27]=[C:26]([F:28])[CH:25]=[CH:24][C:22]=1[C:29]1[CH:34]=[CH:33][CH:32]=[CH:31][CH:30]=1 |f:1.2|. Reported procedure: To a stirred solution of 25.0 g. of trichloroacetic acid in 250 ml. of benzene was added 2.0 g. of copper powder and 20 g. of anhydrous magnesiumsulfate, and the mixture cooled to +5° C. At this temperature, 14 g.of isopropyl nitrite was quickly added, immediately followed by the dropwise addition of a solution of 12.9 g. of 2,4-difluoroaniline in 100 ml. of benzene over about 20 min. The temperature was kept at 10°-15° C. throughout the addition, then gradually let warm to 25° C. After 1 to 11/...